This data is from the Open Reaction Database (ORD), a public repository of structured organic reaction records. The task is: describe an organic reaction: reactants, conditions, products, and yield The reactants are C(C)(=O)NC1=C2CCCC(C2=C(C(=C1)F)F)=O (5-Acetylamino-7,8-difluoro-1-tetralone), C(CC(O)(C(=O)O)CC(=O)O)(=O)O (citric acid), C(C)O (ethanol), [BH4-].[Na+] (sodium borohydride). The solvent is C(Cl)(Cl)Cl (chloroform). The product is C(C)(=O)NC1=C2CCCCC2=C(C(=C1)F)F (5-Acetylamino-7,8-difluoro-1,2,3,4-tetrahydronaphthalene). RXN SMILES: [C:1]([NH:4][C:5]1[CH:14]=[C:13]([F:15])[C:12]([F:16])=[C:11]2[C:6]=1[CH2:7][CH2:8][CH2:9][C:10]2=O)(=[O:3])[CH3:2].C(O)C.[BH4-].[Na+].C(O)(=O)CC(CC(O)=O)(C(O)=O)O>C(Cl)(Cl)Cl>[C:1]([NH:4][C:5]1[CH:14]=[C:13]([F:15])[C:12]([F:16])=[C:11]2[C:6]=1[CH2:7][CH2:8][CH2:9][CH2:10]2)(=[O:3])[CH3:2] |f:2.3|. Reported procedure: The compound obtained in (5) above (1 gm) was dissolved into 20 ml of ethanol. To the solution was added 166 mg of sodium borohydride while stirring at room temperature. After stirring for 20 minutes, chloroform and 10% citric acid were added to the reaction mixture. The chloroform layer was extracted and concentrated. To the concentrate were added 20 ml of toluene and a small amount of p-TsOH, followed by heating under reflux for 1 hour. Upon addition of 100 ml of ethyl acetate, the reaction pr...